This data is from the Open Reaction Database (ORD), a public repository of structured organic reaction records. The task is: describe an organic reaction: reactants, conditions, products, and yield Starting materials: C(C1=CC=CC=C1)(=O)N(C1=C2N=CN(C2=NC=N1)[C@H]1[C@H](O)[C@H](O)[C@H](O)CO1)C(C1=CC=CC=C1)=O (N6,N6-Dibenzoyl-9-(β-D-ribopyranosyl)adenine), C(=O)(C1=CC=CC=C1)Cl (BzCl). The reagents and catalysts are CN(C)C=1C=CN=CC1 (DMAP). The solvent is C(Cl)Cl (CH2Cl2), N1=CC=CC=C1 (pyridine), N1=CC=CC=C1 (pyridine). Conditions: temperature -88.5 celsius, time 60 hour. The product is C(C1=CC=CC=C1)(=O)N(C1=C2N=CN(C2=NC=N1)[C@H]1[C@H](OC(C2=CC=CC=C2)=O)[C@H](O)[C@H](O)CO1)C(C1=CC=CC=C1)=O (N6,N6-Dibenzoyl-9-(2′-O-benzoyl-β-D-ribopyranosyl)adenine). The yield is 72.1%. Reaction SMILES: [C:1]([N:9]([C:28](=[O:35])[C:29]1[CH:34]=[CH:33][CH:32]=[CH:31][CH:30]=1)[C:10]1[N:18]=[CH:17][N:16]=[C:15]2[C:11]=1[N:12]=[CH:13][N:14]2[C@@H:19]1[O:27][CH2:26][C@@H:24]([OH:25])[C@@H:22]([OH:23])[C@H:20]1[OH:21])(=[O:8])[C:2]1[CH:7]=[CH:6][CH:5]=[CH:4][CH:3]=1.[C:36](Cl)([C:38]1[CH:43]=[CH:42][CH:41]=[CH:40][CH:39]=1)=[O:37]>C(Cl)Cl.CN(C1C=CN=CC=1)C.N1C=CC=CC=1>[C:28]([N:9]([C:1](=[O:8])[C:2]1[CH:7]=[CH:6][CH:5]=[CH:4][CH:3]=1)[C:10]1[N:18]=[CH:17][N:16]=[C:15]2[C:11]=1[N:12]=[CH:13][N:14]2[C@@H:19]1[O:27][CH2:26][C@@H:24]([OH:25])[C@@H:22]([OH:23])[C@H:20]1[O:21][C:36](=[O:37])[C:38]1[CH:43]=[CH:42][CH:41]=[CH:40][CH:39]=1)(=[O:35])[C:29]1[CH:34]=[CH:33][CH:32]=[CH:31][CH:30]=1. Procedure details: 26.4 g (55,5 mmol) of 3 were dissolved in 550 ml of anhydrous CH2Cl2 and 55 ml of pyridine (in each case stored over a molecular sieve) under an N2 atmosphere, treated with 0.73 g (5.55 mmol; 0.1 eq.) of DMAP and cooled to −87 to −90° C. 8.58 g (61 mmol; 1.1 eq.) of BzCl in 14 ml of pyridine were added dropwise in the course of 1 h and the mixture was left at −78° C. over a period of 60 h (week-end). The batch was concentrated, treated twice with 100 ml of toluene each time and evaporated in ord...